Dataset: the Open Reaction Database (ORD), a public repository of structured organic reaction records. Task: describe an organic reaction: reactants, conditions, products, and yield Reactants: N1(C=NC=C1)C[C@H](C1=CC=CC=C1)OC1=C(C=2CCCC(C2C=C1)=O)CSC1=C(C(=O)O)C=CC=C1 (2-{[(2-{[(1S)-2-(1H-imidazol-yl)-1-phenylethyl]oxy}-5-oxo-5,6,7,8-tetrahydro-1-naphthalenyl)methyl]sulfanyl}benzoic acid), NCC(C)O (1-amino-2-propanol). Product: OC(CNC(C1=C(C=CC=C1)SCC1=C(C=CC=2C(CCCC12)=O)O[C@H](CN1C=NC=C1)C1=CC=CC=C1)=O)C (N-(2-Hydroxypropyl)-2-{[(2-{[(1S)-2-(1H-imidazol-1-yl)-1-phenylethyl]oxy}-5-oxo-5,6,7,8-tetrahydro-1-naphthalenyl)methyl]sulfanyl}benzamide). The yield is 57.6%. RXN SMILES: [N:1]1([CH2:6][C@@H:7]([O:14][C:15]2[CH:24]=[CH:23][C:22]3[C:21](=[O:25])[CH2:20][CH2:19][CH2:18][C:17]=3[C:16]=2[CH2:26][S:27][C:28]2[CH:36]=[CH:35][CH:34]=[CH:33][C:29]=2[C:30]([OH:32])=O)[C:8]2[CH:13]=[CH:12][CH:11]=[CH:10][CH:9]=2)[CH:5]=[CH:4][N:3]=[CH:2]1.[NH2:37][CH2:38][CH:39]([OH:41])[CH3:40]>>[OH:41][CH:39]([CH3:40])[CH2:38][NH:37][C:30](=[O:32])[C:29]1[CH:33]=[CH:34][CH:35]=[CH:36][C:28]=1[S:27][CH2:26][C:16]1[C:17]2[CH2:18][CH2:19][CH2:20][C:21](=[O:25])[C:22]=2[CH:23]=[CH:24][C:15]=1[O:14][C@@H:7]([C:8]1[CH:13]=[CH:12][CH:11]=[CH:10][CH:9]=1)[CH2:6][N:1]1[CH:5]=[CH:4][N:3]=[CH:2]1. Reported procedure: Using the method in Example 172, 2-{[(2-{[(1S)-2-(1H-imidazol-yl)-1-phenylethyl]oxy}-5-oxo-5,6,7,8-tetrahydro-1-naphthalenyl)methyl]sulfanyl}benzoic acid (50 mg, 0.10 mmol, 0.20M in DMF) and 1-amino-2-propanol (23 mg, 0.30 mmol, 0.6M in DMF) were combined to give 32 mg of the desired compound: Low resolution mass spectrum (LC-MS, APCI) m/z 556 [M+H]+. The reactants are Cc1csc(C(=O)CBr)c1, CO, CC(C)=O, O=C[O-], [K+]. Yields the product Cc1csc(C(=O)CO)c1. As a reaction SMILES: [Br:1][CH2:2][C:3](=[O:4])[c:5]1[s:6][cH:7][c:8]([CH3:10])[cH:9]1.[CH3:15][OH:16].[CH3:17][C:18](=[O:19])[CH3:20].[CH:11](=[O:12])[O-:13].[K+:14]>>[CH2:2]([C:3](=[O:4])[c:5]1[s:6][cH:7][c:8]([CH3:10])[cH:9]1)[OH:12]. Starting materials: [Cl-].[NH4+] (ammonium chloride), COC(CCC1CC(CC(C1)C)=O)(C)C (3-(3-Methoxy-3-methylbut-1-yl)-5-methylcyclohexan-1-one), [I-] (iodide), [Mg] (magnesium), IC (iodomethane). The product is COC(CCC1CC(CC(C1)C)(O)C)(C)C (3-(3-methoxy-3-methylbutyl)-1,5-dimethylcyclohexan-1-ol). Run in C(C)OCC (diethyl ether), C(C)OCC (diethyl ether). RXN SMILES: [CH3:1][O:2][C:3]([CH3:15])([CH3:14])[CH2:4][CH2:5][CH:6]1[CH2:11][CH:10]([CH3:12])[CH2:9][C:8](=[O:13])[CH2:7]1.[I-].[Mg].I[CH3:19].[Cl-].[NH4+]>C(OCC)C>[CH3:1][O:2][C:3]([CH3:14])([CH3:15])[CH2:4][CH2:5][CH:6]1[CH2:11][CH:10]([CH3:12])[CH2:9][C:8]([CH3:19])([OH:13])[CH2:7]1 |f:4.5|. Run at temperature 25 celsius, time 16 hour. Reported procedure: 3-(3-Methoxy-3-methylbut-1-yl)-5-methylcyclohexan-1-one (5.0 g, 0.025 mol) dissolved in diethyl ether (5.0 mL) was added to a cooled (5° C.) solution of methylmagensium iodide formed by treating magnesium turnings (0.70 g, 0.028 mol) in diethyl ether (20 mL) with iodomethane (1.6 mL, 0.026 mol). After stirring 16 hours at 25° C., a saturated aqueous ammonium chloride solution (ca. 2 mL) was added and subsequent workup yielded 3-(3-methoxy-3-methylbutyl)-1,5-dimethylcyclohexan-1-ol as a mixture o... The reactants are BrC1=NC(=CC=C1)CO (2-bromopyridine-6-methanol), CN1CCN(CC1)C(CCC#C)=O (1-(4-methylpiperazin-1-yl)pent-4-yn-1-one), C(C)(C)(C)N (t-butylamine). Reagents/catalysts: [Cu]I (copper(I) iodide), C=1C=CC(=CC1)[P](C=2C=CC=CC2)(C=3C=CC=CC3)[Pd]([P](C=4C=CC=CC4)(C=5C=CC=CC5)C=6C=CC=CC6)([P](C=7C=CC=CC7)(C=8C=CC=CC8)C=9C=CC=CC9)[P](C=1C=CC=CC1)(C=1C=CC=CC1)C=1C=CC=CC1 (tetrakis(triphenylphosphine)palladium). Solvent: CN(C)C=O (DMF). Conditions: temperature 80 celsius, time 6 hour. The product is OCC1=CC=CC(=N1)C#CCCC(=O)N1CCN(CC1)C (5-(6-hydroxymethylpyridin-2-yl)-1-(4-methylpiperazin-1-yl)pent-4-yn-1-one). Yield: 73.0%. As a reaction SMILES: Br[C:2]1[CH:7]=[CH:6][CH:5]=[C:4]([CH2:8][OH:9])[N:3]=1.[CH3:10][N:11]1[CH2:16][CH2:15][N:14]([C:17](=[O:22])[CH2:18][CH2:19][C:20]#[CH:21])[CH2:13][CH2:12]1.C(N)(C)(C)C>[Cu]I.C1C=CC([P]([Pd]([P](C2C=CC=CC=2)(C2C=CC=CC=2)C2C=CC=CC=2)([P](C2C=CC=CC=2)(C2C=CC=CC=2)C2C=CC=CC=2)[P](C2C=CC=CC=2)(C2C=CC=CC=2)C2C=CC=CC=2)(C2C=CC=CC=2)C2C=CC=CC=2)=CC=1.CN(C=O)C>[OH:9][CH2:8][C:4]1[N:3]=[C:2]([C:21]#[C:20][CH2:19][CH2:18][C:17]([N:14]2[CH2:15][CH2:16][N:11]([CH3:10])[CH2:12][CH2:13]2)=[O:22])[CH:7]=[CH:6][CH:5]=1 |^1:33,35,54,73|. Procedure: To a 50 mL round-bottom flask, 484 mg of 2-bromopyridine-6-methanol, 510 mg of 1-(4-methylpiperazin-1-yl)pent-4-yn-1-one, 20 mg of BHT, 162 mg of copper(I) iodide, 118 mg of tetrakis(triphenylphosphine)palladium (0), 375 mg of t-butylamine and 7.5 mL of DMF were added, and the mixture was stirred under argon atmosphere at 80° C. for 6 hours. The DMF was removed under reduced pressure, then saturated aqueous sodium bicarbonate was added thereto, and the mixture was extracted with chloroform. The ... Reactants: Cn1ncc(Cl)c1-c1csc(C(=O)NC(Cc2ccccc2C(F)(F)F)CN2C(=O)c3ccccc3C2=O)c1, NN. Product: Cn1ncc(Cl)c1-c1csc(C(=O)NC(CN)Cc2ccccc2C(F)(F)F)c1. As a reaction SMILES: [Cl:1][c:2]1[cH:3][n:4][n:5]([CH3:39])[c:6]1-[c:7]1[cH:8][c:9]([C:12](=[O:13])[NH:14][CH:15]([CH2:16][N:17]2[C:18](=[O:19])[c:20]3[c:21]([cH:22][cH:23][cH:24][cH:25]3)[C:26]2=[O:27])[CH2:28][c:29]2[c:30]([C:35]([F:36])([F:37])[F:38])[cH:31][cH:32][cH:33][cH:34]2)[s:10][cH:11]1.[NH2:40][NH2:41]>>[Cl:1][c:2]1[cH:3][n:4][n:5]([CH3:39])[c:6]1-[c:7]1[cH:8][c:9]([C:12](=[O:13])[NH:14][CH:15]([CH2:16][NH2:17])[CH2:28][c:29]2[c:30]([C:35]([F:36])([F:37])[F:38])[cH:31][cH:32][cH:33][cH:34]2)[s:10][cH:11]1. Starting materials: IC1=CC=C(C=C1)C1=CN=C(N1)[C@H](C(C)C)N1C(N[C@@H](C1=O)CCC(=O)O)=O (3-((R)-1-{(S)-1-[5-(4-iodo-phenyl)-1H-imidazol-2-yl]-2-methyl-propyl}-2,5-dioxo-imidazolidin-4-yl)-propionic acid), C(C)(C)(C)OC(=O)N[C@@H](C(=O)O)C1=CC=C(C=C1)OC[C@@H]1OC(OC1)(C)C ((R)-tert-butoxycarbonylamino-[4-((S)-2,2-dimethyl-[1,3]dioxolan-4-ylmethoxy)-phenyl]-acetic acid), CC1(OC[C@H](O1)CO)C ((R)-2,2-dimethyl-1,3-dioxolane-4-methanol), C1(CC1)C[C@@H]1C(N(C(N1)=O)[C@@H]([C@@H](C)C1=CC=CC=C1)C=1NC(=C(N1)C)C1=C(C=C(C=C1)I)F)=O ((R)-5-Cyclopropylmethyl-3-{(1S,2S)-1-[5-(2-fluoro-4-iodo-phenyl)-4-methyl-1H-imidazol-2-yl]-2-phenyl-propyl}-imidazolidine-2,4-dione), N[C@@H](C(=O)N[C@@H]([C@@H](C)C1=CC=CC=C1)C=1NC(=C(N1)Cl)C1=C(C=C(C=C1)I)F)C1=CC=C(C=C1)OC[C@H](CO)O ((R)-2-amino-N-{(1S,2S)-1-[4-chloro-5-(2-fluoro-4-iodo-phenyl)-1H-imidazol-2-yl]-2-phenyl-propyl}-2-[4-((S)-2,3-dihydroxy-propoxy)-phenyl]-acetamide). Yields the product C(C)(C)(C)OC(=O)N[C@@H](C(=O)O)C1=CC=C(C=C1)OC[C@H]1OC(OC1)(C)C ((R)-tert-Butoxycarbonylamino-[4-((R)-2,2-dimethyl-[1,3]dioxolan-4-ylmethoxy)-phenyl]-acetic acid). RXN SMILES: IC1C=CC(C2NC([C@@H](N3C(=O)[C@@H](CCC(O)=O)NC3=O)C(C)C)=NC=2)=CC=1.C1(C[C@H]2NC(=O)N([C@H](C3NC(C4C=CC(I)=CC=4F)=C(C)N=3)[C@H](C3C=CC=CC=3)C)C2=O)CC1.N[C@H](C1C=CC(OC[C@@H](O)CO)=CC=1)C(N[C@H](C1NC(C2C=CC(I)=CC=2F)=C(Cl)N=1)[C@H](C1C=CC=CC=1)C)=O.[C:103]([O:107][C:108]([NH:110][C@H:111]([C:115]1[CH:120]=[CH:119][C:118]([O:121][CH2:122][C@H:123]2[CH2:127][O:126][C:125]([CH3:129])([CH3:128])[O:124]2)=[CH:117][CH:116]=1)[C:112]([OH:114])=[O:113])=[O:109])([CH3:106])([CH3:105])[CH3:104].CC1(C)O[C@H](CO)CO1>>[C:103]([O:107][C:108]([NH:110][C@H:111]([C:115]1[CH:120]=[CH:119][C:118]([O:121][CH2:122][C@@H:123]2[CH2:127][O:126][C:125]([CH3:129])([CH3:128])[O:124]2)=[CH:117][CH:116]=1)[C:112]([OH:114])=[O:113])=[O:109])([CH3:106])([CH3:104])[CH3:105]. Procedure details: Prepared by the same method as described in example 1 except that (i) (R)-tert-butoxycarbonylamino-[4-((R)-2,2-dimethyl-[1,3]dioxolan-4-ylmethoxy)-phenyl]-acetic acid was used in place of (R)-tert-butoxycarbonylamino-[4-(2-tert-butoxy-ethoxy)-phenyl]-acetic acid in step 74-G and (ii) cyclization of (R)-2-amino-N-{(1S,2S)-1-[4-chloro-5-(2-fluoro-4-iodo-phenyl)-1H-imidazol-2-yl]-2-phenyl-propyl}-2-[4-((S)-2,3-dihydroxy-propoxy)-phenyl]-acetamide in step 74-H was performed as described in step 34-H... Reactants: O=C([O-])[O-], COC(=O)c1cc(O)ccc1O, ClCc1ccccc1, [K+], [K+], O, O=S1(=O)CCCC1. The product is COC(=O)c1cc(OCc2ccccc2)ccc1O. As a reaction SMILES: [C:13](=[O:14])([O-:15])[O-:16].[C:1]([c:2]1[c:3]([OH:4])[cH:5][cH:6][c:7]([OH:8])[cH:9]1)(=[O:10])[O:11][CH3:12].[Cl:19][CH2:20][c:21]1[cH:22][cH:23][cH:24][cH:25][cH:26]1.[K+:17].[K+:18].[OH2:27].[S:28]1(=[O:33])(=[O:34])[CH2:29][CH2:30][CH2:31][CH2:32]1>>[C:1]([c:2]1[c:3]([OH:4])[cH:5][cH:6][c:7]([O:8][CH2:20][c:21]2[cH:22][cH:23][cH:24][cH:25][cH:26]2)[cH:9]1)(=[O:10])[O:11][CH3:12]. Starting materials: COCC1OC(OC(C)=O)C(OC(C)=O)C1OC(C)=O, Clc1nc(Cl)c2[nH]cnc2n1. Product: COCC1OC(n2cnc3c(Cl)nc(Cl)nc32)C(OC(C)=O)C1OC(C)=O. As a reaction SMILES: [C:12]([O:13][CH:16]1[CH:17]([O:18][C:19]([CH3:20])=[O:21])[CH:22]([O:23][C:24]([CH3:25])=[O:26])[CH:27]([CH2:29][O:30][CH3:31])[O:28]1)(=[O:14])[CH3:15].[Cl:1][c:2]1[n:3][c:4]([Cl:11])[c:5]2[nH:6][cH:7][n:8][c:9]2[n:10]1>>[Cl:1][c:2]1[n:3][c:4]([Cl:11])[c:5]2[n:6][cH:7][n:8]([CH:16]3[CH:17]([O:18][C:19]([CH3:20])=[O:21])[CH:22]([O:23][C:24]([CH3:25])=[O:26])[CH:27]([CH2:29][O:30][CH3:31])[O:28]3)[c:9]2[n:10]1.